Dataset: the Open Reaction Database (ORD), a public repository of structured organic reaction records. Task: describe an organic reaction: reactants, conditions, products, and yield Reactants: CCOC(=O)CC(=O)OCC, CN(C)C=O, Fc1cc(-c2nc(CCl)co2)cc(C(F)(F)F)c1, [H-], [I-], [Na+], [Na+], O. Product: CCOC(=O)C(Cc1coc(-c2cc(F)cc(C(F)(F)F)c2)n1)C(=O)OCC. Reaction SMILES: [C:1]([CH2:2][C:3](=[O:4])[O:5][CH2:6][CH3:7])(=[O:8])[O:9][CH2:10][CH3:11].[CH3:34][N:35]([CH3:36])[CH:37]=[O:38].[Cl:14][CH2:15][c:16]1[n:17][c:18](-[c:21]2[cH:22][c:23]([C:28]([F:29])([F:30])[F:31])[cH:24][c:25]([F:27])[cH:26]2)[o:19][cH:20]1.[H-:12].[I-:33].[Na+:13].[Na+:32].[OH2:39]>>[C:1]([CH:2]([C:3](=[O:4])[O:5][CH2:6][CH3:7])[CH2:15][c:16]1[n:17][c:18](-[c:21]2[cH:22][c:23]([C:28]([F:29])([F:30])[F:31])[cH:24][c:25]([F:27])[cH:26]2)[o:19][cH:20]1)(=[O:8])[O:9][CH2:10][CH3:11]. Starting materials: ClC1=CC2=C(N=C(N2)C(CC(=O)OCC)C2=CC=C(C=C2)Cl)C=C1 (ethyl 3-(5-chloro-2-benzimidazolyl)-3-(4-chlorophenyl)propanoate). Run in C(C)(=O)O (acetic acid), Cl (HCl). Product: Cl.ClC1=CC2=C(N=C(N2)C(CC(=O)O)C2=CC=C(C=C2)Cl)C=C1 (3-(5-chloro-2-benzimidazolyl)-3-(4-chlorophenyl)propanoic acid HCl). The yield is 188.2%. RXN SMILES: [Cl:1][C:2]1[CH:24]=[CH:23][C:5]2[N:6]=[C:7]([CH:9]([C:16]3[CH:21]=[CH:20][C:19]([Cl:22])=[CH:18][CH:17]=3)[CH2:10][C:11]([O:13]CC)=[O:12])[NH:8][C:4]=2[CH:3]=1>C(O)(=O)C.Cl>[ClH:1].[Cl:1][C:2]1[CH:24]=[CH:23][C:5]2[N:6]=[C:7]([CH:9]([C:16]3[CH:21]=[CH:20][C:19]([Cl:22])=[CH:18][CH:17]=3)[CH2:10][C:11]([OH:13])=[O:12])[NH:8][C:4]=2[CH:3]=1 |f:3.4|. Reported procedure: The ester (135 mg) was dissolved in a mixture of acetic acid (2 ml) and conc. HCl (1 ml) and heated under reflux for 1 h. All volatiles are removed at the water aspirator and the residue was precipitated from acetone solution with ethyl acetate to give 3-(5-chloro-2-benzimidazolyl)-3-(4-chlorophenyl)propanoic acid HCl (130 mg) as colourless solid. Starting materials: C(C1=CC=CC=C1)O (benzylalcohol), [H-].[Na+] (sodium hydride), C(C)(C)(C)OC(=O)N1C[C@H]2CC3=CC=C(N=C3N2[C@@H](C1)C)Br ((4R,9aR)-6-bromo-4-methyl-3,4,9,9a-tetrahydro-1H-2,4a,5-triaza-fluorene-2-carboxylic acid tert-butyl ester), C(C)(C)(C)OC(=O)N1C[C@H]2CC3=CC=C(N=C3N2[C@@H](C1)C)Br ((4R,9aR)-6-bromo-4-methyl-3,4,9,9a-tetrahydro-1H-2,4a,5-triaza-fluorene-2-carboxylic acid tert-butyl ester), CC1=CC=C(C=C1)P(C2=CC=C(C=C2)C)C3=C(C4=CC=CC=C4C=C3)C5=C(C=CC6=CC=CC=C65)P(C7=CC=C(C=C7)C)C8=CC=C(C=C8)C ((S)-(−)-2,2′-bis(di-p-tolylphosphino)-1,1′-binaphthyl), C([O-])([O-])=O.[Na+].[Na+] (sodium carbonate). Run in C1(=CC=CC=C1)C (toluene). Conditions: time 30 minute. The product is C(C)(C)(C)OC(=O)N1C[C@H]2CC3=CC=C(N=C3N2[C@@H](C1)C)OCC1=CC=CC=C1 ((4R,9aR)-6-Benzyloxy-4-methyl-3,4,9,9a-tetrahydro-1H-2,4a,5-triaza-fluorene-2-carboxylic acid tert-butyl ester). As a reaction SMILES: [C:1]([O:5][C:6]([N:8]1[CH2:20][C@@H:19]([CH3:21])[N:18]2[C@H:10]([CH2:11][C:12]3[C:17]2=[N:16][C:15](Br)=[CH:14][CH:13]=3)[CH2:9]1)=[O:7])([CH3:4])([CH3:3])[CH3:2].CC1C=CC(P(C2C=CC3C(=CC=CC=3)C=2C2C3C(=CC=CC=3)C=CC=2P(C2C=CC(C)=CC=2)C2C=CC(C)=CC=2)C2C=CC(C)=CC=2)=CC=1.[CH2:73]([OH:80])[C:74]1[CH:79]=[CH:78][CH:77]=[CH:76][CH:75]=1.[H-].[Na+].C(=O)([O-])[O-].[Na+].[Na+]>C1(C)C=CC=CC=1>[C:1]([O:5][C:6]([N:8]1[CH2:20][C@@H:19]([CH3:21])[N:18]2[C@H:10]([CH2:11][C:12]3[C:17]2=[N:16][C:15]([O:80][CH2:73][C:74]2[CH:79]=[CH:78][CH:77]=[CH:76][CH:75]=2)=[CH:14][CH:13]=3)[CH2:9]1)=[O:7])([CH3:4])([CH3:3])[CH3:2] |f:3.4,5.6.7|. Procedure: To a solution of 3.0 g (8.15 mmol) (4R,9aR)-6-bromo-4-methyl-3,4,9,9a-tetrahydro-1H-2,4a,5-triaza-fluorene-2-carboxylic acid tert-butyl ester (Example 5, intermediate b) in 30 ml toluene was added 0.20 g (0.29 mmol) (S)-(−)-2,2′-bis(di-p-tolylphosphino)-1,1′-binaphthyl and 0.12 g (0.12 mmol) di-palladium-tris(dibenzylideneacetone)chloroform complex. After 30 min, 1.0 ml (1.06 g, 9.80 mmol) benzylalcohol and 0.70 g (16.0 mmol) sodium hydride (55–65% dispersion in oil) were added and the reaction ...